Dataset: the Open Reaction Database (ORD), a public repository of structured organic reaction records. Task: describe an organic reaction: reactants, conditions, products, and yield The reactants are C1CCNCC1, CO, O=C(NCC(NC(=O)c1ccc(C(=O)NCc2cccc(O)c2)cc1Cl)C(=O)O)OCC1c2ccccc2-c2ccccc21, ClCCl. Yields the product NCC(NC(=O)c1ccc(C(=O)NCc2cccc(O)c2)cc1Cl)C(=O)O. Reaction SMILES: [CH2:45]1[CH2:46][CH2:47][NH:48][CH2:49][CH2:50]1.[CH3:51][OH:52].[Cl:1][c:2]1[c:3]([C:4](=[O:5])[NH:6][CH:7]([CH2:8][NH:9][C:10]([O:11][CH2:12][CH:13]2[c:14]3[cH:15][cH:16][cH:17][cH:18][c:19]3-[c:20]3[c:21]2[cH:22][cH:23][cH:24][cH:25]3)=[O:26])[C:27](=[O:28])[OH:29])[cH:30][cH:31][c:32]([C:34](=[O:35])[NH:36][CH2:37][c:38]2[cH:39][c:40]([OH:44])[cH:41][cH:42][cH:43]2)[cH:33]1.[Cl:53][CH2:54][Cl:55]>>[Cl:1][c:2]1[c:3]([C:4](=[O:5])[NH:6][CH:7]([CH2:8][NH2:9])[C:27](=[O:28])[OH:29])[cH:30][cH:31][c:32]([C:34](=[O:35])[NH:36][CH2:37][c:38]2[cH:39][c:40]([OH:44])[cH:41][cH:42][cH:43]2)[cH:33]1.